Dataset: the Open Reaction Database (ORD), a public repository of structured organic reaction records. Task: describe an organic reaction: reactants, conditions, products, and yield Starting materials: CS(=O)(=O)OCC1(CCCC1)C1=CC(=CC=C1)Cl ((1-(3-Chlorophenyl)cyclopentyl)methyl methanesulfonate), FC(C1=CC=C(C=C1)C1(CCCC1)CC#N)(F)F ([1-(4-trifluoromethyl-phenyl)-cyclopentyl]-acetonitrile). The product is ClC=1C=C(C=CC1)C1(CCCC1)CC#N (2-(1-(3-Chlorophenyl)cyclopentyl)acetonitrile). Reaction SMILES: CS(O[CH2:6][C:7]1([C:12]2[CH:17]=[CH:16][CH:15]=[C:14]([Cl:18])[CH:13]=2)[CH2:11][CH2:10][CH2:9][CH2:8]1)(=O)=O.FC(F)(F)C1C=CC(C2(C[C:33]#[N:34])CCCC2)=CC=1>>[Cl:18][C:14]1[CH:13]=[C:12]([C:7]2([CH2:6][C:33]#[N:34])[CH2:11][CH2:10][CH2:9][CH2:8]2)[CH:17]=[CH:16][CH:15]=1. Procedure: 2-(1-(3-Chlorophenyl)cyclopentyl)acetonitrile (498) was synthesized from (1-(3-chlorophenyl)cyclopentyl)methyl methanesulfonate (497) following the procedure described for [1-(4-trifluoromethyl-phenyl)-cyclopentyl]-acetonitrile (241).